Dataset: the Open Reaction Database (ORD), a public repository of structured organic reaction records. Task: describe an organic reaction: reactants, conditions, products, and yield The reactants are C, CC1CCC(n2cnc(C=C3OCCNC3=O)c2)CC1, CCO, [Pd]. Yields the product CC1CCC(n2cnc(CC3OCCNC3=O)c2)CC1. As a reaction SMILES: [C:21].[CH3:1][CH:2]1[CH2:3][CH2:4][CH:5]([n:8]2[cH:9][n:10][c:11]([CH:13]=[C:14]3[O:15][CH2:16][CH2:17][NH:18][C:19]3=[O:20])[cH:12]2)[CH2:6][CH2:7]1.[CH3:23][CH2:24][OH:25].[Pd:22]>>[CH3:1][CH:2]1[CH2:3][CH2:4][CH:5]([n:8]2[cH:9][n:10][c:11]([CH2:13][CH:14]3[O:15][CH2:16][CH2:17][NH:18][C:19]3=[O:20])[cH:12]2)[CH2:6][CH2:7]1. Starting materials: O=C(O)c1cc(Br)nn1-c1ncccc1Cl, CS(=O)(=O)Cl, CC#N, CNC(=O)c1cc(Cl)cc(C)c1N, O. Product: CNC(=O)c1cc(Cl)cc(C)c1NC(=O)c1cc(Br)nn1-c1ncccc1Cl. Reaction SMILES: [Br:1][c:2]1[n:3][n:4](-[c:10]2[n:11][cH:12][cH:13][cH:14][c:15]2[Cl:16])[c:5]([C:7](=[O:8])[OH:9])[cH:6]1.[CH3:30][S:31](=[O:32])(=[O:33])[Cl:34].[CH3:36][C:37]#[N:38].[NH2:17][c:18]1[c:19]([C:20](=[O:21])[NH:22][CH3:23])[cH:24][c:25]([Cl:29])[cH:26][c:27]1[CH3:28].[OH2:35]>>[Br:1][c:2]1[n:3][n:4](-[c:10]2[n:11][cH:12][cH:13][cH:14][c:15]2[Cl:16])[c:5]([C:7](=[O:9])[NH:17][c:18]2[c:19]([C:20](=[O:21])[NH:22][CH3:23])[cH:24][c:25]([Cl:29])[cH:26][c:27]2[CH3:28])[cH:6]1.